Dataset: the Open Reaction Database (ORD), a public repository of structured organic reaction records. Task: describe an organic reaction: reactants, conditions, products, and yield Reactants: Cl (HCl), S1CC=C(N2[C@H]1CC2=O)C(=O)O (3-cephem-4-carboxylic acid), SC1=NN=NN1C (5-mercapto-1-methyl-1H-tetrazole), P(OC)(OC)OC (trimethyl phosphite). Run in O1CCCC1.C(Cl)Cl (tetra-hydrofuran methylene chloride). Conditions: time 3.5 hour. Product: CN1N=NN=C1SCC=1CS[C@H]2N(C1C(=O)O)C(C2)=O (3-(1-methyl-1H-tetrazol-5-yl) thiomethyl-3-cephem-4-carboxylic acid), 7β-D-5-carboxy-5-phthalimidovaleramido. Yield: 97.4%. As a reaction SMILES: [S:1]1[C@@H:6]2[CH2:7][C:8](=[O:9])[N:5]2[C:4]([C:10]([OH:12])=[O:11])=[CH:3][CH2:2]1.[SH:13][C:14]1[N:18]([CH3:19])[N:17]=[N:16][N:15]=1.P(OC)(OC)O[CH3:22].Cl>O1CCCC1.C(Cl)Cl>[CH3:19][N:18]1[C:14]([S:13][CH2:22][C:3]2[CH2:2][S:1][C@@H:6]3[CH2:7][C:8](=[O:9])[N:5]3[C:4]=2[C:10]([OH:12])=[O:11])=[N:15][N:16]=[N:17]1 |f:4.5|. Reported procedure: To 5.03 g of 7β-D-5-carboxy-5-phthalimidovaleramido)-3-cephem-4-carboxylic acid were added 100 ml of tetra-hydrofuran-methylene chloride mixture solution (1:2,v/v), 1.74 g of 5-mercapto-1-methyl-1H-tetrazole and 2.3 ml of trimethyl phosphite in sequence. The reaction was allowed to proceed at 18 to 22° C. for 3.5 hours while stirring. To the reaction solution was added 30 ml of 1N HCl, and the mixture was stirred for 30 minutes, which was concentrated under reduced pressure to about 30 ml. To th...